The task is: describe an organic reaction: reactants, conditions, products, and yield. This data is from the Open Reaction Database (ORD), a public repository of structured organic reaction records. The reactants are ClCC(CC=1SC=CC1)=O (1-chloro-3-(thiophen-2-yl)propan-2-one), S(=O)(Cl)Cl (thionyl chloride), acid chloride, S1C2=C(C(=C1)CC(=O)O)C=CC=C2 (2-(benzo[b]thiophen-3-yl)acetic acid). Reaction conditions: time 8 hour. Yields the product S1C2=C(C(=C1)CC(CCl)=O)C=CC=C2 (1-(Benzo[b]thiophen-3-yl)-3-chloropropan-2-one). Yield: 56.0%. RXN SMILES: [Cl:1][CH2:2]C(=O)CC1SC=CC=1.[S:11]1[CH:15]=[C:14]([CH2:16][C:17]([OH:19])=O)[C:13]2[CH:20]=[CH:21][CH:22]=[CH:23][C:12]1=2.S(Cl)(Cl)=O>>[S:11]1[CH:15]=[C:14]([CH2:16][C:17](=[O:19])[CH2:2][Cl:1])[C:13]2[CH:20]=[CH:21][CH:22]=[CH:23][C:12]1=2. Reported procedure: The procedure described above for the synthesis of 1-chloro-3-(thiophen-2-yl)propan-2-one was followed. To prepare the acid chloride, 2-(benzo[b]thiophen-3-yl)acetic acid (1.00 g, 5.20 mmol) was added to 6 mL thionyl chloride in a 25 mL round-bottomed flask. The mixture was stirred overnight at room temperature, and the thionyl chloride then removed in vacuo and the residue azeotroped twice with toluene. The acid chloride was then reacted with diazomethane and HCl. The crude product was purified... Starting materials: C(#C)[Si](C)(C)C (ethynyltrimethylsilane), C(C1=CC=CC=C1)SC1=NN2C(=NC(=CC2=O)I)S1 (2-benzylthio-7-iodo-5H-1,3,4-thiadiazolo[3,2-a]pyrimidin-5-one), cuprous iodide. The reagents and catalysts are C1=CC=C(C=C1)P(C2=CC=CC=C2)C3=CC=CC=C3.C1=CC=C(C=C1)P(C2=CC=CC=C2)C3=CC=CC=C3.Cl[Pd]Cl (bis(triphenylphosphine)palladium (II) chloride). Solvent: C(C)N(CC)CC (triethylamine), C(C)N(CC)CC (triethylamine), O1CCCC1 (tetrahydrofurane). Run at time 4 hour. Product: C(C1=CC=CC=C1)SC1=NN2C(=NC(=CC2=O)C#C[Si](C)(C)C)S1 (2-benzylthio-7-trimethylsilylethynyl-5H-1,3,4-thiadiazolo[3,2-a]pyrimidin-5-one). Reaction SMILES: [CH2:1]([S:8][C:9]1[S:19][C:12]2=[N:13][C:14](I)=[CH:15][C:16](=[O:17])[N:11]2[N:10]=1)[C:2]1[CH:7]=[CH:6][CH:5]=[CH:4][CH:3]=1.[C:20]([Si:22]([CH3:25])([CH3:24])[CH3:23])#[CH:21]>C(N(CC)CC)C.O1CCCC1.C1C=CC(P(C2C=CC=CC=2)C2C=CC=CC=2)=CC=1.C1C=CC(P(C2C=CC=CC=2)C2C=CC=CC=2)=CC=1.Cl[Pd]Cl>[CH2:1]([S:8][C:9]1[S:19][C:12]2=[N:13][C:14]([C:21]#[C:20][Si:22]([CH3:25])([CH3:24])[CH3:23])=[CH:15][C:16](=[O:17])[N:11]2[N:10]=1)[C:2]1[CH:7]=[CH:6][CH:5]=[CH:4][CH:3]=1 |f:4.5.6|. Procedure details: In a mixture of 30 ml of triethylamine and 60 ml of tetrahydrofurane, 7.0 g of the thus obtained 55% pure 2-benzylthio-7-iodo-5H-1,3,4-thiadiazolo[3,2-a]pyrimidin-5-one was dissolved, and 0.68 g of bis(triphenylphosphine)palladium (II) chloride and 0.18 g of cuprous iodide were added to the solution. A solution of 3.8 g of ethynyltrimethylsilane in 20 ml of triethylamine was added dropwise to the above solution, the resulting solution was heated to 68°-70° C. and stirred for 4 hours. After cooli... Starting materials: C(C=C)OCC=C (allyl ether), C(C)(C)(C)C1=C(C=CC(=C1)Cl)O (2-tert-butyl-4-chlorophenol), Intermediate 8, C(C=C)Br (allyl bromide), C([O-])([O-])=O.[K+].[K+] (potassium carbonate). Run in C1(=CC(=CC(=C1)C)C)C (mesitylene). Product: C(C=C)C1=C(C(=CC(=C1)Cl)C(C)(C)C)O (2-allyl-6-tert-butyl-4-chlorophenol). Reaction SMILES: [C:1]([C:5]1[CH:10]=[C:9]([Cl:11])[CH:8]=[CH:7][C:6]=1[OH:12])([CH3:4])([CH3:3])[CH3:2].[CH2:13](Br)[CH:14]=[CH2:15].C(=O)([O-])[O-].[K+].[K+].C(OCC=C)C=C>C1(C)C=C(C)C=C(C)C=1>[CH2:15]([C:7]1[CH:8]=[C:9]([Cl:11])[CH:10]=[C:5]([C:1]([CH3:4])([CH3:2])[CH3:3])[C:6]=1[OH:12])[CH:14]=[CH2:13] |f:2.3.4|. Reported procedure: Treatment of 2-tert-butyl-4-chlorophenol (12.73 g, 0.070 mol) with allyl bromide (10.01 g, 0.083 mol) and potassium carbonate (38.11 g, 0.276 mol) followed by refluxing the resultant allyl ether in mesitylene generally according to the procedure described for Intermediate 8 gave 2-allyl-6-tert-butyl-4-chlorophenol. Treatment of the phenol with 3-chloroperoxybenzoic acid (35.90 g, 0.146 mol, 77%) followed by potassium carbonate (28.18 g, 0.204 mol) generally according to the procedure described f... The reactants are C1(CCCCC1)N=C=NC1CCCCC1 (dicyclohexylcarbodiimide), C[C@@H]1C[C@H]2[C@H](O2)/C=C\C=C\C(=O)CC3=C(C(=CC(=C3Cl)O)O)C(=O)O1 (radicicol), C(C#CCCCCC)(=O)O (2-octynoic acid). Solvent: O1CCCC1 (tetrahydrofuran). Product: CN(C)C1=NC=CC=C1 (dimethylaminopyridine), title compound. Reaction SMILES: [CH3:1][C@H]1OC(=O)C2C(O)=CC(O)=C(Cl)C=2CC(=O)C=CC=C[C@H]2O[C@H]2C1.C(O)(=O)C#CCCCCC.[CH:36]1([N:42]=[C:43]=[N:44][CH:45]2[CH2:50][CH2:49][CH2:48]CC2)CCCCC1>O1CCCC1>[CH3:1][N:42]([C:43]1[CH:48]=[CH:49][CH:50]=[CH:45][N:44]=1)[CH3:36]. Procedure details: Following a procedure similar to that described in Example 12, but using 730 mg of radicicol, 701 mg of 2-octynoic acid, 15 ml of dry tetrahydrofuran, 1.03 g of dicyclohexylcarbodiimide and a catalytic amount of dimethylaminopyridine, 611 mg of the title compound were obtained. The reactants are [Ti] (titanium), ilmenite, S(O)(O)(=O)=O (sulfuric acid), S(=O)(=O)([O-])[O-] (sulfate), ( 1 ). The product is S(=O)(=O)([O-])[O-].[Ti+4].S(=O)(=O)([O-])[O-] (titanium sulfate), ( 2 ). As a reaction SMILES: [S:1]([O-:5])([O-:4])(=[O:3])=[O:2].[Ti:6].[S:7](=[O:11])(=[O:10])([OH:9])[OH:8]>>[S:1]([O-:5])([O-:4])(=[O:3])=[O:2].[Ti+4:6].[S:7]([O-:11])([O-:10])(=[O:9])=[O:8] |f:3.4.5|. Reported procedure: The sulfate process generally comprises the steps of (1) dissolving a titanium slag or raw ilmenite ore into sulfuric acid to obtain a titanium sulfate solution, (2) adding waste iron or waste aluminum to the titanium sulfate solution to chemically reduce ferric ion contained as an impurity in the solution to the divalent (ferrous) state in order to prevent precipitation of iron and to increase the degree of whiteness of the titanium oxide product, followed by cooling the solution to precipitate... Starting materials: CCOC(C)=O, COC(=O)C(N)Cc1ccccc1, CCCCCC, ClCCl, ClCC=CCCl. Product: COC(=O)C(Cc1ccccc1)N1CC=CC1. RXN SMILES: [C:23]([O:24][CH2:25][CH3:26])(=[O:27])[CH3:28].[CH3:1][O:2][C:3]([CH:4]([NH2:5])[CH2:6][c:7]1[cH:8][cH:9][cH:10][cH:11][cH:12]1)=[O:13].[CH3:29][CH2:30][CH2:31][CH2:32][CH2:33][CH3:34].[Cl:14][CH2:15][Cl:16].[Cl:17][CH2:18][CH:19]=[CH:20][CH2:21][Cl:22]>>[CH3:1][O:2][C:3]([CH:4]([N:5]1[CH2:18][CH:19]=[CH:20][CH2:21]1)[CH2:6][c:7]1[cH:8][cH:9][cH:10][cH:11][cH:12]1)=[O:13]. Reactants: FC(N1N=C(C(=C1)S(=O)(=O)Cl)C)F (1-difluoromethyl-3-methylpyrazole-4-sulfonyl chloride), FC(OC1=C(C=CC=C1)C1=CC=C(C=C1)[C@@H](C)N)(F)F ((R)-1-(2′-trifluoromethoxy-biphenyl-4-yl)-ethylamine). The product is FC(OC1=C(C=CC=C1)C1=CC=C(C=C1)[C@@H](C)NS(=O)(=O)C=1C(=NN(C1)C(F)F)C)(F)F ((R)-1-Difluoromethyl-3-methyl-1H-pyrazole-4-sulfonic acid [1-(2′-trifluoromethoxy-biphenyl-4-yl)-ethyl]-amide). As a reaction SMILES: [F:1][CH:2]([F:13])[N:3]1[CH:7]=[C:6]([S:8](Cl)(=[O:10])=[O:9])[C:5]([CH3:12])=[N:4]1.[F:14][C:15]([F:33])([F:32])[O:16][C:17]1[CH:22]=[CH:21][CH:20]=[CH:19][C:18]=1[C:23]1[CH:28]=[CH:27][C:26]([C@H:29]([NH2:31])[CH3:30])=[CH:25][CH:24]=1>>[F:14][C:15]([F:32])([F:33])[O:16][C:17]1[CH:22]=[CH:21][CH:20]=[CH:19][C:18]=1[C:23]1[CH:28]=[CH:27][C:26]([C@H:29]([NH:31][S:8]([C:6]2[C:5]([CH3:12])=[N:4][N:3]([CH:2]([F:13])[F:1])[CH:7]=2)(=[O:10])=[O:9])[CH3:30])=[CH:25][CH:24]=1. Reported procedure: Palladium acetate (34 mg, 0.150 mmol) was added to a mixture of 2-(trifluoromethoxy)phenylboronic acid (773 mg, 3.75 mmol) and (R)-(+)-1-(4-bromophenyl)ethylamine (300 mg, 1.50 mmol) in water (12 ml). This mixture was heated in a microwave oven at 150° C. for 10 min, then diluted with methanol (200 ml) and purified on a SCX column (eluted with 2M ammonia in methanol) to give (R)-1-(2′-trifluoromethoxy-biphenyl-4-yl)-ethylamine (345 mg, 1.23 mmol, 81.9%) as a gum. The title compound was then prep... The reactants are CCCCO, CO, Cl, Clc1ncc(Cl)c(Nc2ccccc2)n1, CC(C)NCC(O)COc1ccc(N)cc1. Yields the product CC(C)NCC(O)COc1ccc(Nc2ncc(Cl)c(Nc3ccccc3)n2)cc1. RXN SMILES: [CH2:33]([OH:34])[CH2:35][CH2:36][CH3:37].[CH3:38][OH:39].[ClH:32].[NH:1]([c:2]1[cH:3][cH:4][cH:5][cH:6][cH:7]1)[c:8]1[n:9][c:10]([Cl:15])[n:11][cH:12][c:13]1[Cl:14].[OH:16][CH:17]([CH2:18][O:19][c:20]1[cH:21][cH:22][c:23]([NH2:24])[cH:25][cH:26]1)[CH2:27][NH:28][CH:29]([CH3:30])[CH3:31]>>[NH:1]([c:2]1[cH:3][cH:4][cH:5][cH:6][cH:7]1)[c:8]1[n:9][c:10]([NH:24][c:23]2[cH:22][cH:21][c:20]([O:19][CH2:18][CH:17]([OH:16])[CH2:27][NH:28][CH:29]([CH3:30])[CH3:31])[cH:26][cH:25]2)[n:11][cH:12][c:13]1[Cl:14]. Reactants: NC1=NN(C(C2=C1N1C(=C2OC)C(N(CC1C)CC)=O)=O)CC1=CC(=C(C=C1)F)Cl (4-amino-2-(3-chloro-4-fluorobenzyl)-10-methoxy-8-ethyl-6-methyl-7,8-dihydropyrazino[1′,2′:1,5]pyrrolo[2,3-d]pyridazine-1,9(2H,6H)-dione), N(=O)[O-].[Na+] (sodium nitrite), N1=CC=CC=C1.F (hydrogen fluoride-pyridine), ice. Reaction conditions: time 1 hour. Yields the product ClC=1C=C(CN2N=C(C3=C(C2=O)C(=C2N3C(CN(C2=O)CC)C)OC)F)C=CC1F (2-(3-Chloro-4-fluorobenzyl)-8-ethyl-4-fluoro-10-methoxy-6-methyl-7,8-dihydropyrazino[1′,2′:1,5]pyrrolo[2,3-d]pyridazine-1,9(2H,6H)-dione). Reaction SMILES: N[C:2]1[C:7]2[N:8]3[CH:16]([CH3:17])[CH2:15][N:14]([CH2:18][CH3:19])[C:13](=[O:20])[C:9]3=[C:10]([O:11][CH3:12])[C:6]=2[C:5](=[O:21])[N:4]([CH2:22][C:23]2[CH:28]=[CH:27][C:26]([F:29])=[C:25]([Cl:30])[CH:24]=2)[N:3]=1.N([O-])=O.[Na+].N1C=CC=CC=1.[FH:41]>>[Cl:30][C:25]1[CH:24]=[C:23]([CH:28]=[CH:27][C:26]=1[F:29])[CH2:22][N:4]1[C:5](=[O:21])[C:6]2[C:10]([O:11][CH3:12])=[C:9]3[C:13](=[O:20])[N:14]([CH2:18][CH3:19])[CH2:15][CH:16]([CH3:17])[N:8]3[C:7]=2[C:2]([F:41])=[N:3]1 |f:1.2,3.4|. Procedure details: To a stirred, cold (0° C.) solution of 4-amino-2-(3-chloro-4-fluorobenzyl)-10-methoxy-8-ethyl-6-methyl-7,8-dihydropyrazino[1′,2′:1,5]pyrrolo[2,3-d]pyridazine-1,9(2H,6H)-dione (0.55 g, 1.26 mmol) in hydrogen fluoride-pyridine (9.5 mL) in a polyethylene tube, solid sodium nitrite (96 mg, 1.38 mmol) was added in small portions over a period of 10 minutes. The reaction mixture was stirred at room temperature for 1 hour. The product mixture was added dropwise into an ice-cold saturated aqueous sodium... Reactants: [OH-].[Na+] (NaOH), ClC1=NC(=NC(=C1)C(F)(F)F)C1=CC=CC=C1 (4-chloro-2-phenyl-6-(trifluoromethyl)pyrimidine), COC1=C(N)C=C(C=C1)OC (2,5-dimethoxyaniline), Cl (HCl). Solvent: O.C(C)O (water ethanol). Product: COC1=C(NC2=NC(=NC(=C2)C(F)(F)F)C2=CC=CC=C2)C=C(C=C1)OC (4-(2,5-Dimethoxyanilino)-2-phenyl-6-(trifluoromethyl)pyrimidine). The yield is 49.7%. Reaction SMILES: Cl[C:2]1[CH:7]=[C:6]([C:8]([F:11])([F:10])[F:9])[N:5]=[C:4]([C:12]2[CH:17]=[CH:16][CH:15]=[CH:14][CH:13]=2)[N:3]=1.[CH3:18][O:19][C:20]1[CH:26]=[CH:25][C:24]([O:27][CH3:28])=[CH:23][C:21]=1[NH2:22].Cl.[OH-].[Na+]>O.C(O)C>[CH3:18][O:19][C:20]1[CH:26]=[CH:25][C:24]([O:27][CH3:28])=[CH:23][C:21]=1[NH:22][C:2]1[CH:7]=[C:6]([C:8]([F:11])([F:10])[F:9])[N:5]=[C:4]([C:12]2[CH:17]=[CH:16][CH:15]=[CH:14][CH:13]=2)[N:3]=1 |f:3.4,5.6|. Procedure details: A mixture of 4-chloro-2-phenyl-6-(trifluoromethyl)pyrimidine (50 mg, 0.193 mmol), 2,5-dimethoxyaniline (44 mg, 0.290 mmol) and aqueous 2N HCl (150 μl) in water:ethanol (1:1, 10 ml) was refluxed for 48 h. The mixture was cooled to room temperature and then basified with aqueous 2N NaOH to pH 10–12. The resulting precipitate was filtered, washed with water, water:ethanol (2:1) and dried under vacuo to give a gray solid (36 mg, 50%). 1H NMR (CDCl3): 8.51–8.48 (m, 2H), 8.14 (s, 1H), 7.51–7.48 (m, 4H...